From a dataset of the Open Reaction Database (ORD), a public repository of structured organic reaction records. describe an organic reaction: reactants, conditions, products, and yield The reactants are C1(=CC=CC=C1)C1(OC2=C(O1)C=CC(=C2)Cl)CC(=O)O ((2-phenyl-5-chloro-1,3-benzodioxol-2-yl)-acetic acid), O=S(Cl)Cl (SOCl2). The solvent is C1=CC=CC=C1 (benzene). Conditions: temperature 50 celsius, time 24 hour. Yields the product C(C)OC(CCC1(OC2=C(O1)C=CC(=C2)Cl)C2=CC=CC=C2)=O (Ethyl-3-(2-phenyl-5-chloro-1,3-benzodioxol-2-yl)-propionate). Reaction SMILES: [C:1]1([C:7]2(CC(O)=O)[O:11][C:10]3[CH:12]=[CH:13][C:14]([Cl:16])=[CH:15][C:9]=3[O:8]2)[CH:6]=[CH:5][CH:4]=[CH:3][CH:2]=1.O=S(Cl)Cl>C1C=CC=CC=1>[CH2:9]([O:8][C:7](=[O:11])[CH2:1][CH2:2][C:7]1([C:1]2[CH:6]=[CH:5][CH:4]=[CH:3][CH:2]=2)[O:11][C:10]2[CH:12]=[CH:13][C:14]([Cl:16])=[CH:15][C:9]=2[O:8]1)[CH3:10]. Reported procedure: 11.7 g. of (2-phenyl-5-chloro-1,3-benzodioxol-2-yl)-acetic acid mixed with 50 cc. of anhydrous benzene are refluxed with 10 cc. of SOCl2 for 3 hours. The solvent and the excess of SOCl2 are removed under vacuum. The residual oil mixed with 150 cc. of anhydrous ether is added in drops to an ether solution of diazomethane, which is ice cooled to maintain the temperature under 2°-3°C. After 24 h, the ether is removed under vacuum and the residue is mixed with 100 cc. of ethanol. The mixture is heat... Starting materials: C(C1=CC=CC=C1)OC=1C(=NC(=NC1O)CC1(CCCC1)C1=CC=C(C=C1)Cl)C(=O)O (5-Benzyloxy-2-[1-(4-chlorophenyl)-cyclopentylmethyl]-6-hydroxypyrimidine-4-carboxylic acid), [Si](C)(C)(C(C)(C)C)OCCNC1=CC=CC=C1 (N-(2-(tert-butyldimethylsilyloxy)ethyl)aniline), O=P(Cl)(Cl)Cl (POCl3), C(CO)O.C(=O)=O (ethylene glycol dry-ice). Run in N1=CC=CC=C1 (pyridine), O (water). Run at temperature 0 celsius, time 2 hour. The product is C(C1=CC=CC=C1)OC=1C(=NC(=NC1O)CC1(CCCC1)C1=CC=C(C=C1)Cl)C(=O)N(C1=CC=CC=C1)CCO[Si](C)(C)C(C)(C)C (5-(benzyloxy)-N-(2-(tert-butyldimethylsilyloxy)ethyl)-2-((1-(4-chlorophenyl)cyclopentyl)methyl)-6-hydroxy-N-phenylpyrimidine-4-carboxamide). The yield is 93.6%. Reaction SMILES: [CH2:1]([O:8][C:9]1[C:10]([C:29](O)=[O:30])=[N:11][C:12]([CH2:16][C:17]2([C:22]3[CH:27]=[CH:26][C:25]([Cl:28])=[CH:24][CH:23]=3)[CH2:21][CH2:20][CH2:19][CH2:18]2)=[N:13][C:14]=1[OH:15])[C:2]1[CH:7]=[CH:6][CH:5]=[CH:4][CH:3]=1.[Si:32]([O:39][CH2:40][CH2:41][NH:42][C:43]1[CH:48]=[CH:47][CH:46]=[CH:45][CH:44]=1)([C:35]([CH3:38])([CH3:37])[CH3:36])([CH3:34])[CH3:33].O=P(Cl)(Cl)Cl.C(O)CO.C(=O)=O>N1C=CC=CC=1.O>[CH2:1]([O:8][C:9]1[C:10]([C:29]([N:42]([CH2:41][CH2:40][O:39][Si:32]([C:35]([CH3:38])([CH3:37])[CH3:36])([CH3:33])[CH3:34])[C:43]2[CH:48]=[CH:47][CH:46]=[CH:45][CH:44]=2)=[O:30])=[N:11][C:12]([CH2:16][C:17]2([C:22]3[CH:27]=[CH:26][C:25]([Cl:28])=[CH:24][CH:23]=3)[CH2:21][CH2:20][CH2:19][CH2:18]2)=[N:13][C:14]=1[OH:15])[C:2]1[CH:3]=[CH:4][CH:5]=[CH:6][CH:7]=1 |f:3.4|. Reported procedure: To a solution of 5-(benzyloxy)-2-((1-(4-chlorophenyl)cyclopentyl)methyl)-6-hydroxypyrimidine-4-carboxylic acid (28-02) (200 mg, 456 μmol, Eq: 1.00) and N-(2-(tert-butyldimethylsilyloxy)ethyl)aniline (46) (126 mg, 501 μmol, Eq: 1.1) in pyridine (2.00 ml) was added POCl3 (210 mg, 127 pμl, 1.37 mmol, Eq: 3.00) at −10° C. (ethylene glycol-dry-ice bath), then the reaction mixture was stirred at 0° C. for 2 hr. Ice cooled water was slowly added to the reaction mixture at 0° C., the reaction mixture wa... Yields the product CN(C)[Si](C#CC#C[Si](C)(C)N(C)C)(C)C (1,4-bis(dimethylaminodimethylsilyl)butadiyne). As a reaction SMILES: [CH2:1]([Li])[CH2:2][CH2:3][CH3:4].ClC(Cl)=C(Cl)C(Cl)=C(Cl)Cl.[CH3:16][N:17]([Si:19]([CH3:22])([CH3:21])Cl)[CH3:18]>>[CH3:16][N:17]([Si:19]([CH3:22])([CH3:21])[C:1]#[C:2][C:3]#[C:4][Si:19]([N:17]([CH3:18])[CH3:16])([CH3:22])[CH3:21])[CH3:18]. Reactants: C(CCC)[Li] (n-butyl lithium), ClC(=C(C(=C(Cl)Cl)Cl)Cl)Cl (hexachlorobutadiene), CN(C)[Si](Cl)(C)C (dimethylaminodimethylchlorosilane). Procedure details: A flame dried 250 ml Schlenk flask containing TBF (20 ml) was cooled to −78° C. and n-butyl lithium (20 ml of 2.4 M in hexane, 48.0 mmol) was added by syringe. After several minutes hexachlorobutadiene (1.88 ml, 12.0 mmol) was added dropwise via syringe over a 10 minute period. After completion of addition, the cold bath was removed and the mixture stirred at room temperature for 3 hours. The resulting 1,4-dilithio-1,3-butadiyne was used without further purification. The flask was then recooled ... Reaction conditions: temperature -78 celsius, time 3 hour. Yield: 96.0%. The reactants are CN(C)C=O, Cl, Fc1ccc(C2(Cn3cncn3)CO2)c(F)c1, [H-], [Na+], O=C(O)CCS. Yields the product OC(CS)(Cn1cncn1)c1ccc(F)cc1F. As a reaction SMILES: [CH3:27][N:28]([CH3:29])[CH:30]=[O:31].[ClH:26].[F:1][c:2]1[c:3]([C:9]2([CH2:12][n:13]3[n:14][cH:15][n:16][cH:17]3)[O:10][CH2:11]2)[cH:4][cH:5][c:6]([F:8])[cH:7]1.[H-:24].[Na+:25].[SH:18][CH2:19][CH2:20][C:21]([OH:22])=[O:23]>>[F:1][c:2]1[c:3]([C:9]([OH:10])([CH2:11][SH:18])[CH2:12][n:13]2[n:14][cH:15][n:16][cH:17]2)[cH:4][cH:5][c:6]([F:8])[cH:7]1. Reactants: BrCCC=C (4-bromo-but-1-ene), N1N=NC=C1 (1H-[1,2,3]Triazole), [OH-].[Na+] (sodium hydroxide), [I-].[K+] (potassium iodide). Solvent: CC(C)(CC)O (2-methyl-2-butanol), CC(C)(CC)O (2-methyl-2-butanol). Yields the product C(CC=C)N1N=CC=N1 (2-but-3-enyl-2H-[1,2,3]triazole). Yield: 3.5%. Reaction SMILES: [NH:1]1[CH:5]=[CH:4][N:3]=[N:2]1.[OH-].[Na+].[I-].[K+].Br[CH2:11][CH2:12][CH:13]=[CH2:14]>CC(O)(CC)C>[CH2:14]([N:2]1[N:3]=[CH:4][CH:5]=[N:1]1)[CH2:13][CH:12]=[CH2:11] |f:1.2,3.4|. Procedure details: 1H-[1,2,3]Triazole (10.36 g, 0.15 mol), sodium hydroxide (6 g, 0.15 mol) and potassium iodide (2.49 g, 0.015 mol) were dissolved in 2-methyl-2-butanol (50 ml) and heated to reflux for 1 h. At this temperature 4-bromo-but-1-ene (20.25 g, 0.15 mol) in 2-methyl-2-butanol (20 ml) were added dropwise and the resulting mixture was heated at reflux temperature for 4 h. After removal of the solvent the residue was taken up in ethyl acetate (100 ml), washed with water (3×50 ml), dried over sodium sulfate... Starting materials: BrC1=C(C=CC=C1)C(C)=O (1-(2-bromo-phenyl)-ethanone), NO (hydroxylamine), O (water). Run in C(C)(=O)O (acetic acid), O1CCOCC1 (dioxane), C(Cl)(Cl)Cl.C(C)(C)O (chloroform isopropyl alcohol). Run at temperature 150 celsius. Yields the product BrC1=C(C=CC=C1)C(C)=NO (1-(2-Bromo-phenyl)-ethanone oxime). Isolated yield 83.0%. Reaction SMILES: [Br:1][C:2]1[CH:7]=[CH:6][CH:5]=[CH:4][C:3]=1[C:8](=O)[CH3:9].[NH2:11][OH:12].O>C(O)(=O)C.O1CCOCC1.C(Cl)(Cl)Cl.C(O)(C)C>[Br:1][C:2]1[CH:7]=[CH:6][CH:5]=[CH:4][C:3]=1[C:8](=[N:11][OH:12])[CH3:9] |f:5.6|. Reported procedure: Combine 1-(2-bromo-phenyl)-ethanone (4.5 g, 22.6 mmol), 50% hydroxylamine in water (2.3 g, 69.6 mmol) and 1 mL of acetic acid in 15 mL of dioxane in a pressure vessel. Seal the vessel and heat the mixture in an oil bath for 3 h at 150° C. Cool the mixture to room temperature (RT). Dilute with chloroform/IPA (3/1), wash with water and aqueous saturated sodium chloride. Separate the layers and dry the organic layer over sodium sulfate. Concentrate in vacuo to give the crude product. Purify by colu... Reactants: CCOC(=O)c1cc2cc(OCc3ccccc3)c(N3CC(=O)NS3(=O)=O)cc2[nH]1, [K+], [OH-], O. The product is O=C1CN(c2cc3[nH]c(C(=O)O)cc3cc2OCc2ccccc2)S(=O)(=O)N1. Reaction SMILES: [CH2:1]([CH3:2])[O:3][C:4](=[O:5])[c:6]1[nH:7][c:8]2[cH:9][c:10]([N:23]3[S:24](=[O:29])(=[O:30])[NH:25][C:26](=[O:28])[CH2:27]3)[c:11]([O:15][CH2:16][c:17]3[cH:18][cH:19][cH:20][cH:21][cH:22]3)[cH:12][c:13]2[cH:14]1.[K+:32].[OH-:31].[OH2:33]>>[O:3]=[C:4]([OH:5])[c:6]1[nH:7][c:8]2[cH:9][c:10]([N:23]3[S:24](=[O:29])(=[O:30])[NH:25][C:26](=[O:28])[CH2:27]3)[c:11]([O:15][CH2:16][c:17]3[cH:18][cH:19][cH:20][cH:21][cH:22]3)[cH:12][c:13]2[cH:14]1.